Dataset: the Open Reaction Database (ORD), a public repository of structured organic reaction records. Task: describe an organic reaction: reactants, conditions, products, and yield Starting materials: [I-].[I-].CN1CC(C(=O)NCCCCCCCCCCNC(C=2CN(C=CC2)C)=O)=CC=C1 (1,10-bis[N-(1-methylnicotinoyl)amino]decane diiodide), [H][H] (hydrogen). Reagents/catalysts: [Pt]=O (platinum oxide). Run in C(C)O (ethanol), O (water). The product is I.I.CN1CC(C(=O)NCCCCCCCCCCNC(C2CN(CCC2)C)=O)CCC1 (1,10-Bis[N-(1-methylnipecotoyl)amino]decane dihydriodide). Reaction SMILES: [I-:1].[I-].[CH3:3][N:4]1[CH:32]=[CH:31][CH:30]=[C:6]([C:7]([NH:9][CH2:10][CH2:11][CH2:12][CH2:13][CH2:14][CH2:15][CH2:16][CH2:17][CH2:18][CH2:19][NH:20][C:21](=[O:29])[C:22]2[CH2:23][N:24]([CH3:28])[CH:25]=[CH:26][CH:27]=2)=[O:8])[CH2:5]1.[H][H]>C(O)C.O.[Pt]=O>[IH:1].[IH:1].[CH3:28][N:24]1[CH2:25][CH2:26][CH2:27][CH:22]([C:21]([NH:20][CH2:19][CH2:18][CH2:17][CH2:16][CH2:15][CH2:14][CH2:13][CH2:12][CH2:11][CH2:10][NH:9][C:7](=[O:8])[CH:6]2[CH2:30][CH2:31][CH2:32][N:4]([CH3:3])[CH2:5]2)=[O:29])[CH2:23]1 |f:0.1.2,7.8.9|. Reported procedure: 1,10-Bis[N-(1-methylnipecotoyl)amino]decane dihydriodide (Example 28) was prepared in accordance with the procedure described by Lasslo et al for related compounds (Lasslo, Marine and Waller, J. Org. Chem., Vol. 21, pages 958-960 (1956); Lasslo and Waller, J. Org. Chem., Vol. 22, pages 837-838 (1957)). Thus, 12.0 g (0.018 mole) of 1,10-bis[N-(1-methylnicotinoyl)amino]decane diiodide was dissolved in a mixture of 125 ml of absolute ethanol and 125 ml of water, and subjected to hydrogenation (at m... The reactants are C, Cc1oc(-c2ccccc2)nc1COc1ccc(C=Cc2nnn[nH]2)cc1, C1COCCO1, [Pd]. Yields the product Cc1oc(-c2ccccc2)nc1COc1ccc(CCc2nnn[nH]2)cc1. Reaction SMILES: [C:28].[CH3:1][c:2]1[c:3]([CH2:13][O:14][c:15]2[cH:16][cH:17][c:18]([CH:19]=[CH:20][c:21]3[n:22][n:23][n:24][nH:25]3)[cH:26][cH:27]2)[n:4][c:5](-[c:7]2[cH:8][cH:9][cH:10][cH:11][cH:12]2)[o:6]1.[O:30]1[CH2:31][CH2:32][O:33][CH2:34][CH2:35]1.[Pd:29]>>[CH3:1][c:2]1[c:3]([CH2:13][O:14][c:15]2[cH:16][cH:17][c:18]([CH2:19][CH2:20][c:21]3[nH:22][n:23][n:24][n:25]3)[cH:26][cH:27]2)[n:4][c:5](-[c:7]2[cH:8][cH:9][cH:10][cH:11][cH:12]2)[o:6]1. The reactants are C(C)(C)(C)C=1C(=NOC1C1=CC=CC=C1)O (4-(tert-Butyl)-3-hydroxy-5-phenylisoxazole), C(C)(C)(C)OC(=O)NCCO (2-(N-tert-butoxycarbonylamino)ethanol). Yields the product C(C)(C)(C)OC(=O)NCCOC1=NOC(=C1C(C)(C)C)C1=CC=CC=C1 (3-(2-(N-tert-Butoxycarbonylamino)ethoxy)-4-(tert-butyl)-5-phenylisoxazole). The yield is 64.3%. As a reaction SMILES: [C:1]([C:5]1[C:6]([OH:16])=[N:7][O:8][C:9]=1[C:10]1[CH:15]=[CH:14][CH:13]=[CH:12][CH:11]=1)([CH3:4])([CH3:3])[CH3:2].[C:17]([O:21][C:22]([NH:24][CH2:25][CH2:26]O)=[O:23])([CH3:20])([CH3:19])[CH3:18]>>[C:17]([O:21][C:22]([NH:24][CH2:25][CH2:26][O:16][C:6]1[C:5]([C:1]([CH3:4])([CH3:2])[CH3:3])=[C:9]([C:10]2[CH:11]=[CH:12][CH:13]=[CH:14][CH:15]=2)[O:8][N:7]=1)=[O:23])([CH3:20])([CH3:19])[CH3:18]. Procedure details: 4-(tert-Butyl)-3-hydroxy-5-phenylisoxazole (0.15 g) and 2-(N-tert-butoxycarbonylamino)ethanol (0.12 g) were subjected to reaction and post-treatment in a similar manner to that described in Example 9(a) to obtain the title compound (0.16 g, 64%) as a colorless powder. The reactants are OC(CCCCCCCCN1C(=O)N(C=2N=CN(C2C1=O)C)C)CO (9,10-dihydroxydecyl-3,7-dimethylxanthine), C([O-])(O)=O.[Na+] (sodium bicarbonate), ClCCl (dichloromethane), Br (HBr), solution. The solvent is C(C)(=O)O (acetic acid). Reaction conditions: time 10 minute. Product: C(C)(=O)OC(CCCCCCCCN1C(=O)N(C=2N=CN(C2C1=O)C)C)CBr (1-(9'-acetoxy-10'-bromodecyl)-3,7-dimethylxanthine). Isolated yield 100.0%. RXN SMILES: [OH:1][CH:2]([CH2:24]O)[CH2:3][CH2:4][CH2:5][CH2:6][CH2:7][CH2:8][CH2:9][CH2:10][N:11]1[C:20](=[O:21])[C:19]2[N:18]([CH3:22])[CH:17]=[N:16][C:15]=2[N:14]([CH3:23])[C:12]1=[O:13].[BrH:26].[C:27](=[O:30])(O)[O-].[Na+].Cl[CH2:33]Cl>C(O)(=O)C>[C:27]([O:1][CH:2]([CH2:24][Br:26])[CH2:3][CH2:4][CH2:5][CH2:6][CH2:7][CH2:8][CH2:9][CH2:10][N:11]1[C:20](=[O:21])[C:19]2[N:18]([CH3:22])[CH:17]=[N:16][C:15]=2[N:14]([CH3:23])[C:12]1=[O:13])(=[O:30])[CH3:33] |f:2.3|. Reported procedure: This example illustrates a synthesis for compound no. 1552. The synthesis begins with a solution of compound no. 1564 [1-(9,10-dihydroxydecyl-3,7-dimethylxanthine (2.11 g, 6.0 mmol)] from Example 2. Compound no. 1564 was stirred with HBr (5.38 ml, 4.85 g of a 30% solution in acetic acid, 18 mmol) for 90 minutes. The mixture was added to a flask containing saturated aqueous sodium bicarbonate solution (40 ml) and 50 ml of dichloromethane. After 10 minutes of vigorous stirring, the layers were sep...